This data is from the Open Reaction Database (ORD), a public repository of structured organic reaction records. The task is: describe an organic reaction: reactants, conditions, products, and yield Reactants: O=C(n1ccnc1)n1ccnc1, ClCCl, Cc1ccccc1, COCCNCc1cc(C(F)(F)F)cc(C(F)(F)F)c1. Yields the product COCCN(Cc1cc(C(F)(F)F)cc(C(F)(F)F)c1)C(=O)n1ccnc1. Reaction SMILES: [C:21](=[O:22])([n:23]1[cH:24][n:25][cH:26][cH:27]1)[n:28]1[cH:29][cH:30][n:31][cH:32]1.[CH2:40]([Cl:41])[Cl:42].[CH3:33][c:34]1[cH:35][cH:36][cH:37][cH:38][cH:39]1.[F:1][C:2]([c:3]1[cH:4][c:5]([CH2:6][NH:7][CH2:8][CH2:9][O:10][CH3:11])[cH:12][c:13]([C:15]([F:16])([F:17])[F:18])[cH:14]1)([F:19])[F:20]>>[F:1][C:2]([c:3]1[cH:4][c:5]([CH2:6][N:7]([CH2:8][CH2:9][O:10][CH3:11])[C:21](=[O:22])[n:23]2[cH:24][n:25][cH:26][cH:27]2)[cH:12][c:13]([C:15]([F:16])([F:17])[F:18])[cH:14]1)([F:19])[F:20]. Reactants: CC#N, Clc1nc(Cl)c2[nH]cnc2n1, NC1CCCCC1. Yields the product Clc1nc(NC2CCCCC2)c2nc[nH]c2n1. Reaction SMILES: [CH3:19][C:20]#[N:21].[Cl:1][c:2]1[n:3][c:4]([Cl:11])[c:5]2[nH:6][cH:7][n:8][c:9]2[n:10]1.[NH2:12][CH:13]1[CH2:14][CH2:15][CH2:16][CH2:17][CH2:18]1>>[Cl:1][c:2]1[n:3][c:4]([NH:12][CH:13]2[CH2:14][CH2:15][CH2:16][CH2:17][CH2:18]2)[c:5]2[n:6][cH:7][nH:8][c:9]2[n:10]1. Starting materials: S1C=C(C=C1)C(=O)O (3-thiophenecarboxylic acid), C(C)NCC(C(F)(F)F)(O)CNC1=C2C=NN(C2=CC=C1)C1=CC=C(C=C1)F (3-(ethylamino)-1,1,1-trifluoro-2-({[1-(4-fluorophenyl)-1H-indazol-4-yl]amino}methyl)-2-propanol). The product is C(C)N(C(=O)C1=CSC=C1)CC(C(F)(F)F)(O)CNC1=C2C=NN(C2=CC=C1)C1=CC=C(C=C1)F (N-Ethyl-N-[3,3,3-trifluoro-2-({[1-(4-fluorophenyl)-1H-indazol-4-yl]amino}methyl)-2-hydroxypropyl]-3-thiophenecarboxamide). RXN SMILES: [S:1]1[CH:5]=[CH:4][C:3]([C:6]([OH:8])=O)=[CH:2]1.[CH2:9]([NH:11][CH2:12][C:13]([CH2:19][NH:20][C:21]1[CH:29]=[CH:28][CH:27]=[C:26]2[C:22]=1[CH:23]=[N:24][N:25]2[C:30]1[CH:35]=[CH:34][C:33]([F:36])=[CH:32][CH:31]=1)([OH:18])[C:14]([F:17])([F:16])[F:15])[CH3:10]>>[CH2:9]([N:11]([CH2:12][C:13]([CH2:19][NH:20][C:21]1[CH:29]=[CH:28][CH:27]=[C:26]2[C:22]=1[CH:23]=[N:24][N:25]2[C:30]1[CH:31]=[CH:32][C:33]([F:36])=[CH:34][CH:35]=1)([OH:18])[C:14]([F:16])([F:17])[F:15])[C:6]([C:3]1[CH:4]=[CH:5][S:1][CH:2]=1)=[O:8])[CH3:10]. Procedure details: Prepared similarly to Example 1 from 3-thiophenecarboxylic acid and 3-(ethylamino)-1,1,1-trifluoro-2-({[1-(4-fluorophenyl)-1H-indazol-4-yl]amino}methyl)-2-propanol. Starting materials: NC1=C(C2=C(S1)C=CC(=C2)C)C(=O)OC (methyl 2-amino-5-methylbenzo[b]thiophene-3-carboxylate), FC1=C(C=CC=C1)[N+](=O)[O-] (2-fluoronitrobenzene). Solvent: CS(=O)C (dimethyl sulfoxide). The product is [N+](=O)([O-])C1=C(NC2=C(C3=C(S2)C=CC(=C3)C)C(=O)OC)C=CC=C1 (methyl 2-(2-nitroanilino)-5-methylbenzo[b]thiophene-3-carboxylate). Reaction SMILES: [NH2:1][C:2]1[S:6][C:5]2[CH:7]=[CH:8][C:9]([CH3:11])=[CH:10][C:4]=2[C:3]=1[C:12]([O:14][CH3:15])=[O:13].F[C:17]1[CH:22]=[CH:21][CH:20]=[CH:19][C:18]=1[N+:23]([O-:25])=[O:24]>CS(C)=O>[N+:23]([C:18]1[CH:19]=[CH:20][CH:21]=[CH:22][C:17]=1[NH:1][C:2]1[S:6][C:5]2[CH:7]=[CH:8][C:9]([CH3:11])=[CH:10][C:4]=2[C:3]=1[C:12]([O:14][CH3:15])=[O:13])([O-:25])=[O:24]. Procedure details: In the same manner as in Starting Material Synthesis Example 4 and using methyl 2-amino-5-methylbenzo[b]thiophene-3-carboxylate, 2-fluoronitrobenzene and dimethyl sulfoxide, methyl 2-(2-nitroanilino)-5-methylbenzo[b]thiophene-3-carboxylate was obtained. Starting materials: CC1=CC=C(C=C1)S(=O)(=O)OC[C@@H]2CO2 ((2S)-(+)-glycidyl tosylate), C1(=CC=CC=C1)O (phenol), ClC1=CC=C(OC2=CC=C(C=C2)N2C(=NC(=C2)C2=CC=C(C=C2)O)COCC)C=C1 (4-{1-[4-(4-chloro-phenoxy)-phenyl]-2-ethoxymethyl-1H-imidazol-4-yl}-phenol), C(=O)([O-])[O-].[Cs+].[Cs+] (Cs2CO3). Run in CN(C)C=O (DMF), CN(C)C=O (DMF). Product: ClC1=CC=C(OC2=CC=C(C=C2)N2C(=NC(=C2)C2=CC=C(C=C2)OC[C@H]2OC2)COCC)C=C1 (1-[4-(4-chloro-phenoxy)-phenyl]-2-ethoxymethyl-4-[4-((S)-1-oxiranylmethoxy)-phenyl]-1H-imidazole). RXN SMILES: [Cl:1][C:2]1[CH:30]=[CH:29][C:5]([O:6][C:7]2[CH:12]=[CH:11][C:10]([N:13]3[CH:17]=[C:16]([C:18]4[CH:23]=[CH:22][C:21]([OH:24])=[CH:20][CH:19]=4)[N:15]=[C:14]3[CH2:25][O:26][CH2:27][CH3:28])=[CH:9][CH:8]=2)=[CH:4][CH:3]=1.C([O-])([O-])=O.[Cs+].[Cs+].CC1C=CC(S(O[CH2:48][C@H:49]2[O:51][CH2:50]2)(=O)=O)=CC=1.C1(O)C=CC=CC=1>CN(C=O)C>[Cl:1][C:2]1[CH:30]=[CH:29][C:5]([O:6][C:7]2[CH:8]=[CH:9][C:10]([N:13]3[CH:17]=[C:16]([C:18]4[CH:23]=[CH:22][C:21]([O:24][CH2:48][C@@H:49]5[CH2:50][O:51]5)=[CH:20][CH:19]=4)[N:15]=[C:14]3[CH2:25][O:26][CH2:27][CH3:28])=[CH:11][CH:12]=2)=[CH:4][CH:3]=1 |f:1.2.3|. Reported procedure: A mixture of 4-{1-[4-(4-chloro-phenoxy)-phenyl]-2-ethoxymethyl-1H-imidazol-4-yl}-phenol (0.21 g, 0.5 mmol, 1.0 eq.) and Cs2CO3 (0.49 g, 1.5 mmol, 3.0 eq.) in DMF (2 mL) was stirred and preheated to 80° C. The reaction mixture was then treated with a solution of (2S)-(+)-glycidyl tosylate (0.17 g, 0.75 mmol, 1.5 eq.) in 1 mL of DMF dropwise, and further stirred at 80° C. for ˜30 min following completion of the addition. Analysis of the reaction by TLC and LC/MS showed that the starting phenol had... Starting materials: COC=1C=CC(=CC1)P2(=S)SP(=S)(S2)C=3C=CC(=CC3)OC (Lawesson's reagent), N1C=C(C2=CC=CC=C12)C=1C(NC(C1C1=CNC2=CC=CC=C12)=O)=O (3,4-bis(3-indolyl)-1H-pyrrole-2,5-dione), COC=1C=CC(=CC1)P2(=S)SP(=S)(S2)C=3C=CC(=CC3)OC (Lawesson's reagent). Run in C(OC)COC (dimethoxyethane). Product: S=C1C(=C(C(N1)=O)C1=CNC2=CC=CC=C12)C1=CNC2=CC=CC=C12 (5-thioxo-3,4-bis(3-indolyl)-3-pyrrolin-2-one). The yield is 8.7%. RXN SMILES: COC1C=CC(P2(SP(C3C=CC(OC)=CC=3)(=S)S2)=[S:10])=CC=1.[NH:23]1[C:31]2[C:26](=[CH:27][CH:28]=[CH:29][CH:30]=2)[C:25]([C:32]2[C:33](=[O:47])[NH:34][C:35](=O)[C:36]=2[C:37]2[C:45]3[C:40](=[CH:41][CH:42]=[CH:43][CH:44]=3)[NH:39][CH:38]=2)=[CH:24]1>C(COC)OC>[S:10]=[C:35]1[NH:34][C:33](=[O:47])[C:32]([C:25]2[C:26]3[C:31](=[CH:30][CH:29]=[CH:28][CH:27]=3)[NH:23][CH:24]=2)=[C:36]1[C:37]1[C:45]2[C:40](=[CH:41][CH:42]=[CH:43][CH:44]=2)[NH:39][CH:38]=1. Procedure details: 820 mg of Lawesson's reagent was added to a solution of 330 mg of 3,4-bis(3-indolyl)-1H-pyrrole-2,5-dione in 50 ml of dimethoxyethane and the mixture was heated to reflux for 1 hour. 410 mg of Lawesson's reagent were then added and the mixture was heated to reflux for a further 1 hour. The solvent was evaporated and the residue was purified on silica gel with ethyl acetate/hexane (1:4). Recrystallization from diethyl ether/hexane gave 30 mg of 5-thioxo-3,4-bis(3-indolyl)-3-pyrrolin-2-one, m.p. 2... The product is COc1cc2c(=O)[nH]cnc2cc1OCC1CCCN(C)C1. Starting materials: COc1cc2c(Oc3ccc(Cl)cc3F)ncnc2cc1OCC1CCCN(C)C1, Cl. RXN SMILES: [Cl:1][c:2]1[cH:3][cH:4][c:5]([O:6][c:7]2[n:8][cH:9][n:10][c:11]3[cH:12][c:13]([O:19][CH2:20][CH:21]4[CH2:22][N:23]([CH3:27])[CH2:24][CH2:25][CH2:26]4)[c:14]([O:17][CH3:18])[cH:15][c:16]23)[c:28]([F:29])[cH:30]1.[ClH:31]>>[O:6]=[c:7]1[nH:8][cH:9][n:10][c:11]2[cH:12][c:13]([O:19][CH2:20][CH:21]3[CH2:22][N:23]([CH3:27])[CH2:24][CH2:25][CH2:26]3)[c:14]([O:17][CH3:18])[cH:15][c:16]12. The reactants are [C-]#N, CN1CCCC1=O, O=c1n(Cc2ccc(C(F)(F)F)cc2)nc2c(Cl)c(-c3ccc(Cl)cc3)cnn12, [K+]. The product is N#Cc1c(-c2ccc(Cl)cc2)cnn2c(=O)n(Cc3ccc(C(F)(F)F)cc3)nc12. Reaction SMILES: [C-:30]#[N:31].[CH3:33][N:34]1[CH2:35][CH2:36][CH2:37][C:38]1=[O:39].[F:1][C:2]([c:3]1[cH:4][cH:5][c:6]([CH2:7][n:8]2[n:9][c:10]3[n:11]([n:12][cH:13][c:14](-[c:17]4[cH:18][cH:19][c:20]([Cl:23])[cH:21][cH:22]4)[c:15]3[Cl:16])[c:24]2=[O:25])[cH:26][cH:27]1)([F:28])[F:29].[K+:32]>>[F:1][C:2]([c:3]1[cH:4][cH:5][c:6]([CH2:7][n:8]2[n:9][c:10]3[n:11]([n:12][cH:13][c:14](-[c:17]4[cH:18][cH:19][c:20]([Cl:23])[cH:21][cH:22]4)[c:15]3[C:30]#[N:31])[c:24]2=[O:25])[cH:26][cH:27]1)([F:28])[F:29]. Starting materials: C(C1=CC=CC=C1)OC(=O)NCCC=1C=C(C=CC1)O (3-[2-(benzyloxycarbonylamino)-ethyl]-phenol), BrCC(=O)OCC (ethyl bromoacetate), C([O-])([O-])=O.[K+].[K+] (potassium carbonate), [I-].[K+] (potassium iodide). Solvent: CC(CC)=O (butan-2-one). Run at temperature 90 celsius, time 18 hour. The product is C(C1=CC=CC=C1)OC(=O)NCCC=1C=C(OCC(=O)OCC)C=CC1 (Ethyl 3-[2-(Benzyloxycarbonylamino)-ethyl]-phenoxyacetate). Reaction SMILES: [CH2:1]([O:8][C:9]([NH:11][CH2:12][CH2:13][C:14]1[CH:15]=[C:16]([OH:20])[CH:17]=[CH:18][CH:19]=1)=[O:10])[C:2]1[CH:7]=[CH:6][CH:5]=[CH:4][CH:3]=1.C(=O)([O-])[O-].[K+].[K+].[I-].[K+].Br[CH2:30][C:31]([O:33][CH2:34][CH3:35])=[O:32]>CC(=O)CC>[CH2:1]([O:8][C:9]([NH:11][CH2:12][CH2:13][C:14]1[CH:15]=[C:16]([CH:17]=[CH:18][CH:19]=1)[O:20][CH2:30][C:31]([O:33][CH2:34][CH3:35])=[O:32])=[O:10])[C:2]1[CH:3]=[CH:4][CH:5]=[CH:6][CH:7]=1 |f:1.2.3,4.5|. Reported procedure: A suspension of 12.79 g. (47.1 mMol) 3-[2-(benzyloxycarbonylamino)-ethyl]-phenol, 120 ml. butan-2-one and 19.5 g. pulverised potassium carbonate is maintained at reflux temperature for 1 hour, then cooled, 200 mg. pulverised potassium iodide and 9.12 g. (51.9 mMol) ethyl bromoacetate added thereto and the reaction mixture stirred for 18 hours at 90° C. Subsequently, it is filtered off with suction and the filter cake is washed with hot butan-2-one. The combined butanone phases are evaporated, th...